Dataset: the Open Reaction Database (ORD), a public repository of structured organic reaction records. Task: describe an organic reaction: reactants, conditions, products, and yield The reactants are C(C)OC(=O)C1=C(SC(=C1)C1=CC=CC=C1)Cl (2-Chloro-5-phenyl-thiophene-3-carboxylic acid ethyl ester). Solvent: [OH-].[Na+] (NaOH), C(C)O (ethanol). Conditions: temperature 100 celsius. The product is ClC=1SC(=CC1C(=O)O)C1=CC=CC=C1 (2-Chloro-5-phenyl-thiophene-3-carboxylic acid). Isolated yield 43.2%. Reaction SMILES: C([O:3][C:4]([C:6]1[CH:10]=[C:9]([C:11]2[CH:16]=[CH:15][CH:14]=[CH:13][CH:12]=2)[S:8][C:7]=1[Cl:17])=[O:5])C>[OH-].[Na+].C(O)C>[Cl:17][C:7]1[S:8][C:9]([C:11]2[CH:12]=[CH:13][CH:14]=[CH:15][CH:16]=2)=[CH:10][C:6]=1[C:4]([OH:5])=[O:3] |f:1.2|. Procedure: 2-Chloro-5-phenyl-thiophene-3-carboxylic acid ethyl ester (0.44 g, 1.65 mmol) was dissolved in a solution of 1 M NaOH (3 mL) and ethanol (2 mL). The reaction mixture was heated to 100° C. using microwave irradiation for 10 minutes. After cooling, the reaction mixture was partitioned between diethyl ether and water. The aqueous solution was acidified with 1 M HCl and further extracted with diethyl ether. The combined organic solutions were dried over magnesium sulfate, filtered and the solvent ev...